This data is from the Open Reaction Database (ORD), a public repository of structured organic reaction records. The task is: describe an organic reaction: reactants, conditions, products, and yield The reactants are C(C)OC(C(=NO)Cl)=O (ethylcloro(hydroximino)acetate), C(C1=CC=CC=C1)(=O)CC(=O)OCC (ethyl benzoylacetate), Cl (HCl). Solvent: CCO (EtOH), solvent. Product: C(C1=CC=CC=C1)(=O)C=1C(=NOC1O)C(=O)OCC (Ethyl 4-benzoyl-5-hydroxyisoxazole-3-carboxylate). Reaction SMILES: [C:1]([CH2:9][C:10]([O:12]CC)=[O:11])(=[O:8])[C:2]1[CH:7]=[CH:6][CH:5]=[CH:4][CH:3]=1.[CH2:15]([O:17][C:18](=[O:23])[C:19](Cl)=[N:20]O)[CH3:16].Cl>CCO>[C:1]([C:9]1[C:19]([C:18]([O:17][CH2:15][CH3:16])=[O:23])=[N:20][O:11][C:10]=1[OH:12])(=[O:8])[C:2]1[CH:3]=[CH:4][CH:5]=[CH:6][CH:7]=1. Procedure details: To a cooled and stirred solution of sodium ethoxide, obtained from sodium (2.3 g, 0.1 mol) and anhydrous EtOH (60 ml), a solution of ethyl benzoylacetate (9.6 g, 0.05 mol) in the same solvent (5 ml) was slowly added. A solution of ethylcloro(hydroximino)acetate (7.55 g, 0.05 mol) in anhydrous EtOH (10 ml) was added in a dropwise manner (over 1 h period). The mixture was neutralized with 6N HCl and the alcoholic layer was evaporated. After dilution with cold water (150-200 mL), the suspension was... The reactants are C(C1=CC=CC=C1)C=1NC(C(C(=O)O)=CC1)=O (6-benzyl-1,2-dihydro-2-oxonicotinic acid), S(=O)(Cl)Cl (thionyl chloride). Reagents/catalysts: CN(C=O)C (dimethylformamide). Solvent: O1CCCC1 (tetrahydrofuran). Reaction conditions: time 16 hour. Yields the product C(C1=CC=CC=C1)C=1NC(C(CCl)=CC1)=O (6-benzyl-1,2-dihydro-2-oxonicotinyl chloride). RXN SMILES: [CH2:1]([C:8]1[NH:9][C:10](=[O:17])[C:11](=[CH:15][CH:16]=1)[C:12](O)=O)[C:2]1[CH:7]=[CH:6][CH:5]=[CH:4][CH:3]=1.S(Cl)([Cl:20])=O>CN(C)C=O.O1CCCC1>[CH2:1]([C:8]1[NH:9][C:10](=[O:17])[C:11](=[CH:15][CH:16]=1)[CH2:12][Cl:20])[C:2]1[CH:7]=[CH:6][CH:5]=[CH:4][CH:3]=1. Procedure: A suspension of 5.9 g. of 6-benzyl-1,2-dihydro-2-oxonicotinic acid in 60 ml. of tetrahydrofuran is treated with 2.04 ml. of thionyl chloride and six drops of dimethylformamide. The mixture is stirred at room temperature for 16 hours, then evaporated at reduced pressure to give a residue of 6-benzyl-1,2-dihydro-2-oxonicotinyl chloride. This acid chloride is dissolved in 90 ml. of tetrahydrofuran, the solution is cooled to 0°-5° C. and trated with an ice-cold solution of 7.59 g. of D-N-(trimethyls... The reactants are C(CCCCC)N1CC(C(CC1)(C1=CC(=CC=C1)C#C[Si](C)(C)C)C)C (1-hexyl-3,4-dimethyl-4-{3-[2-(trimethylsilyl)ethynyl]-phenyl}piperidine), [F-].C(CCC)[N+](CCCC)(CCCC)CCCC (tetrabutylammonium fluoride). The solvent is O1CCCC1 (tetrahydrofuran), ClCCl (dichloromethane), O (water). RXN SMILES: [CH2:1]([N:7]1[CH2:12][CH2:11][C:10]([CH3:25])([C:13]2[CH:18]=[CH:17][CH:16]=[C:15]([C:19]#[C:20][Si](C)(C)C)[CH:14]=2)[CH:9]([CH3:26])[CH2:8]1)[CH2:2][CH2:3][CH2:4][CH2:5][CH3:6].[F-].C([N+](CCCC)(CCCC)CCCC)CCC>O1CCCC1.ClCCl.O>[CH2:1]([N:7]1[CH2:12][CH2:11][C:10]([CH3:25])([C:13]2[CH:18]=[CH:17][CH:16]=[C:15]([C:19]#[CH:20])[CH:14]=2)[CH:9]([CH3:26])[CH2:8]1)[CH2:2][CH2:3][CH2:4][CH2:5][CH3:6] |f:1.2|. The product is C(CCCCC)N1CC(C(CC1)(C1=CC(=CC=C1)C#C)C)C (1-Hexyl-3,4-dimethyl-4-(3-ethynylphenyl)piperidine). Procedure details: A solution of 1-hexyl-3,4-dimethyl-4-{3-[2-(trimethylsilyl)ethynyl]-phenyl}piperidine (Preparation 4, 150 mg, 0.40 mmol) in tetrahydrofuran (2 mL) was cooled to -70° C. and tetrabutylammonium fluoride (1.0 M in THF, 0.41 mL, 0.41 mmol) was added slowly. The reaction mixture was allowed to warm to room temperature gradually before being diluted with dichloromethane (10 mL) and water (10 mL). The phases were separated and the aqueous layer was further extracted with dichloromethane (2×10 mL). The ... Yield: 84.0%.